describe an organic reaction: reactants, conditions, products, and yield From a dataset of the Open Reaction Database (ORD), a public repository of structured organic reaction records. Starting materials: COC(C)(C)C, CCO, COc1cc(OC)c2c(C)c(CCCl)c(=O)oc2c1, Oc1ccccc1N1CCNCC1. Product: COc1cc(OC)c2c(C)c(CCN3CCN(c4ccccc4O)CC3)c(=O)oc2c1. As a reaction SMILES: [C:36]([O:37][CH3:38])([CH3:39])([CH3:40])[CH3:41].[CH3:33][CH2:34][OH:35].[Cl:1][CH2:2][CH2:3][c:4]1[c:5](=[O:19])[o:6][c:7]2[c:8]([c:9]1[CH3:10])[c:11]([O:17][CH3:18])[cH:12][c:13]([O:15][CH3:16])[cH:14]2.[OH:20][c:21]1[c:22]([N:27]2[CH2:28][CH2:29][NH:30][CH2:31][CH2:32]2)[cH:23][cH:24][cH:25][cH:26]1>>[CH2:2]([CH2:3][c:4]1[c:5](=[O:19])[o:6][c:7]2[c:8]([c:9]1[CH3:10])[c:11]([O:17][CH3:18])[cH:12][c:13]([O:15][CH3:16])[cH:14]2)[N:30]1[CH2:29][CH2:28][N:27]([c:22]2[c:21]([OH:20])[cH:26][cH:25][cH:24][cH:23]2)[CH2:32][CH2:31]1. The reactants are CCN1CCCC1CNc1cc([N+](=O)[O-])cc2ccoc12, Nc1cc(NCCN2CCOCC2)c2occc2c1. Yields the product CCN1CCCC1CNc1cc(N)cc2ccoc12. Reaction SMILES: [CH2:20]([CH3:21])[N:22]1[CH:23]([CH2:27][NH:28][c:29]2[cH:30][c:31]([N+:38]([O-:39])=[O:40])[cH:32][c:33]3[cH:34][cH:35][o:36][c:37]23)[CH2:24][CH2:25][CH2:26]1.[O:1]1[CH2:2][CH2:3][N:4]([CH2:5][CH2:6][NH:7][c:8]2[c:9]3[o:10][cH:11][cH:12][c:13]3[cH:14][c:15]([NH2:16])[cH:17]2)[CH2:18][CH2:19]1>>[CH2:20]([CH3:21])[N:22]1[CH:23]([CH2:27][NH:28][c:29]2[cH:30][c:31]([NH2:38])[cH:32][c:33]3[cH:34][cH:35][o:36][c:37]23)[CH2:24][CH2:25][CH2:26]1. Starting materials: BrC1=CC=C(C(=N1)C(NC)=O)NC1=NC(=NC=C1C(F)(F)F)NC1=C(C=C(CP(OCC)(O[C@H](C)CCN2N=CC(=C2)B2OC(C(O2)(C)C)(C)C)=O)C=C1)OC (ethyl (2R)-4-[4-(4,4,5,5-tetramethyl-1,3,2-dioxaborolan-2-yl)-1H-pyrazol-1-yl]butan-2-yl (4-{[4-{[6-bromo-2-(methylcarbamoyl)pyridin-3-yl]amino}-5-(trifluoromethyl)pyrimidin-2-yl]amino}-3-methoxybenzyl)phosphonate), CC1(OB(OC1(C)C)C=1C=NN(C1)CC1(CC1)CO)C ((1-{[4-(4,4,5,5-tetramethyl-1,3,2-dioxaborolan-2-yl)-1H-pyrazol-1-yl]methyl}cyclopropyl)methanol), CC1(OB(OC1(C)C)C=1C=NN(C1)CC1(CC1)CO)C ((1-{[4-(4,4,5,5-tetramethyl-1,3,2-dioxaborolan-2-yl)-1H-pyrazol-1-yl]methyl}cyclopropyl)methanol), BrC1=CC=C(C(=N1)C(NC)=O)NC1=NC(=NC=C1C(F)(F)F)NC1=C(C=C(CCCP(O)=O)C=C1)OC ((4-{[4-{[6-bromo-2-(methylcarbamoyl)pyridin-3-yl]amino}-5-(trifluoromethyl)pyrimidin-2-yl]amino}-3-methoxybenzyl)ethylphosphinic acid), BrC1=CC=C(C(=N1)C(NC)=O)NC1=NC(=NC=C1C(F)(F)F)NC1=C(C=C(CCCP(O)=O)C=C1)OC ((4-{[4-{[6-bromo-2-(methylcarbamoyl)pyridin-3-yl]amino}-5-(trifluoromethyl)pyrimidin-2-yl]amino}-3-methoxybenzyl)ethylphosphinic acid). Product: BrC1=CC=C(C(=N1)C(NC)=O)NC1=NC(=NC=C1C(F)(F)F)NC1=C(C=C(CCCP(OCC2(CC2)CN2N=CC(=C2)B2OC(C(O2)(C)C)(C)C)=O)C=C1)OC ((1-{[4-(4,4,5,5-tetramethyl-1,3,2-dioxaborolan-2-yl)-1H-pyrazol-1-yl]methyl}cyclopropyl)methyl (4-{[4-{[6-bromo-2-(methylcarbamoyl)pyridin-3-yl]amino}-5-(trifluoromethyl)pyrimidin-2-yl]amino}-3-methoxybenzyl)ethylphosphinate). Isolated yield 43.8%. RXN SMILES: BrC1N=C(C(=O)NC)C(NC2C(C(F)(F)F)=CN=C(NC3C=CC(CP(=O)(O[C@@H](CCN4C=C(B5OC(C)(C)C(C)(C)O5)C=N4)C)OCC)=CC=3OC)N=2)=CC=1.[Br:57][C:58]1[N:63]=[C:62]([C:64](=[O:67])[NH:65][CH3:66])[C:61]([NH:68][C:69]2[C:74]([C:75]([F:78])([F:77])[F:76])=[CH:73][N:72]=[C:71]([NH:79][C:80]3[CH:91]=[CH:90][C:83]([CH2:84][CH2:85][CH2:86][PH:87](=[O:89])[OH:88])=[CH:82][C:81]=3[O:92][CH3:93])[N:70]=2)=[CH:60][CH:59]=1.[CH3:94][C:95]1([CH3:113])[C:99]([CH3:101])([CH3:100])[O:98][B:97]([C:102]2[CH:103]=[N:104][N:105]([CH2:107][C:108]3([CH2:111]O)[CH2:110][CH2:109]3)[CH:106]=2)[O:96]1>>[Br:57][C:58]1[N:63]=[C:62]([C:64](=[O:67])[NH:65][CH3:66])[C:61]([NH:68][C:69]2[C:74]([C:75]([F:78])([F:76])[F:77])=[CH:73][N:72]=[C:71]([NH:79][C:80]3[CH:91]=[CH:90][C:83]([CH2:84][CH2:85][CH2:86][PH:87](=[O:88])[O:89][CH2:111][C:108]4([CH2:107][N:105]5[CH:106]=[C:102]([B:97]6[O:96][C:95]([CH3:113])([CH3:94])[C:99]([CH3:101])([CH3:100])[O:98]6)[CH:103]=[N:104]5)[CH2:110][CH2:109]4)=[CH:82][C:81]=3[O:92][CH3:93])[N:70]=2)=[CH:60][CH:59]=1. Reported procedure: Racemic Compound 71A was prepared analogously to Compound 69A using (4-{[4-{[6-bromo-2-(methylcarbamoyl)pyridin-3-yl]amino}-5-(trifluoromethyl)pyrimidin-2-yl]amino}-3-methoxybenzyl)ethylphosphinic acid (Compound 67B, 206 mg, 0.341 mmol) and (1-{[4-(4,4,5,5-tetramethyl-1,3,2-dioxaborolan-2-yl)-1H-pyrazol-1-yl]methyl}cyclopropyl)methanol (Compound 63B, 400 mg, 2 mmol) to afford 129 mg of the title compound (48%). MS (ESI): m/z=879.92/881.81 [M+H]+. UPLC: tR=1.61 min (UPLC-TOF: polar—2 min). The reactants are C(C)(C)(C)OC(=O)N1CCN(CC1)CC(N(CCC)C1CC2=CC=CC(=C2CC1)OC)=O (4-{[(5-Methoxy-1,2,3,4-tetrahydro-naphthalen-2-yl)-propyl-carbamoyl]-methyl}-piperazine-1-carboxylic acid tert-butyl ester). RXN SMILES: C(OC([N:8]1[CH2:13][CH2:12][N:11]([CH2:14][C:15](=[O:32])[N:16]([CH:20]2[CH2:29][CH2:28][C:27]3[C:22](=[CH:23][CH:24]=[CH:25][C:26]=3[O:30][CH3:31])[CH2:21]2)[CH2:17][CH2:18][CH3:19])[CH2:10][CH2:9]1)=O)(C)(C)C>C(O)(C(F)(F)F)=O>[CH3:31][O:30][C:26]1[CH:25]=[CH:24][CH:23]=[C:22]2[C:27]=1[CH2:28][CH2:29][CH:20]([N:16]([CH2:17][CH2:18][CH3:19])[C:15](=[O:32])[CH2:14][N:11]1[CH2:12][CH2:13][NH:8][CH2:9][CH2:10]1)[CH2:21]2. Yield: 93.9%. Solvent: C(=O)(C(F)(F)F)O (TFA). Yields the product COC1=C2CCC(CC2=CC=C1)N(C(CN1CCNCC1)=O)CCC (N-(5-Methoxy-1,2,3,4-tetrahydro-naphthalen-2-yl)-2-piperazin-1-yl-N-propyl-acetamide). Procedure details: This compound was prepared from 36b (6.6 g, 14.8 mmol), and TFA (40 ml) by following Procedure D to give 37b (4.8 g, 92%). 1H NMR (400 MHz, CDCl3) 0.92-0.964 (t, 3H, J=7.6 Hz), 1.63 (m, 3H), 1.84-1.97 (m, 3H), 2.55 (m, 1H), 2.80-2.87 (m, 5H), 2.97-3.34 (m, 9H), 3.82 (s, 3H), 6.64-6.71 (m, 2H), 7.06-7.15 (m, 1H). The reactants are [N+](=O)([O-])C1=CC=C(NC)C=C1 (4-nitro-N-methylaniline), Cl.CN(CCCl)C (2-(dimethylamino)ethyl chloride hydrochloride), [H-].[Na+] (sodium hydride), [H-].[Na+] (sodium hydride). Run in C1CCOC1 (THF). Reaction conditions: temperature 60 celsius, time 5 minute. The product is CN(CCN(C1=CC=C(C=C1)[N+](=O)[O-])C)C (N,N, N′-Trimethyl-N′-(4-nitro-phenyl)-ethane-1,2-diamine). Yield: 55.1%. RXN SMILES: [N+:1]([C:4]1[CH:11]=[CH:10][C:7]([NH:8][CH3:9])=[CH:6][CH:5]=1)([O-:3])=[O:2].[H-].[Na+].Cl.[CH3:15][N:16]([CH3:20])[CH2:17][CH2:18]Cl>C1COCC1>[CH3:15][N:16]([CH3:20])[CH2:17][CH2:18][N:8]([CH3:9])[C:7]1[CH:6]=[CH:5][C:4]([N+:1]([O-:3])=[O:2])=[CH:11][CH:10]=1 |f:1.2,3.4|. Reported procedure: To a solution containing 1.52 g of 4-nitro-N-methylaniline (10 mmol) in 30 mL THF, was added 0.8 g of sodium hydride (60% dispension in oil, 20 mmol). After 5 minutes at room temperature, 2.59 g of 2-(dimethylamino)ethyl chloride hydrochloride (18 mmol) and 0.4 g of sodium hydride (60% dispension in oil, 10 mmol) were added. The reaction was heated at 60° C. for 5 hours. The solvent was concentrated in vacuo to yield a residue which was partitioned between ethyl acetate and 2 M sodium hydroxide ... Starting materials: ClCC(=O)N1CCN(CC1)C1=CC(=C(C=C1)Cl)OC (2-chloro-1-[4-(4-chloro-3-methoxy-phenyl)-piperazin-1-yl]-ethanone), CN1CCNCC1 (1-methylpiperazine), resultant mixture. Product: ClC1=C(C=C(C=C1)N1CCN(CC1)C(CN1CCN(CC1)C)=O)OC (1-[4-(4-chloro-3-methoxy-phenyl)-piperazin-1-yl]-2-(4-methyl-piperazin-1-yl)-ethanone). Reported procedure: In a 4 mL vial was added 2-chloro-1-[4-(4-chloro-3-methoxy-phenyl)-piperazin-1-yl]-ethanone (1) (200 mg, 0.66 mmol, 1.0 equiv) and 1-methylpiperazine (725 μL, 6.60 mmol, 10.00 equiv). A stir bar was placed in the vial and the vial was then capped. The resultant mixture stirred at 60° C. overnight. The crude product was purified by reversed phase HPLC (acetonitrile —H2O with 0.1% TFA as the eluent) to yield 1-[4-(4-chloro-3-methoxy-phenyl)-piperazin-1-yl]-2-(4-methyl-piperazin-1-yl)-ethanone (25)... As a reaction SMILES: Cl[CH2:2][C:3]([N:5]1[CH2:10][CH2:9][N:8]([C:11]2[CH:16]=[CH:15][C:14]([Cl:17])=[C:13]([O:18][CH3:19])[CH:12]=2)[CH2:7][CH2:6]1)=[O:4].[CH3:20][N:21]1[CH2:26][CH2:25][NH:24][CH2:23][CH2:22]1>>[Cl:17][C:14]1[CH:15]=[CH:16][C:11]([N:8]2[CH2:9][CH2:10][N:5]([C:3](=[O:4])[CH2:2][N:24]3[CH2:25][CH2:26][N:21]([CH3:20])[CH2:22][CH2:23]3)[CH2:6][CH2:7]2)=[CH:12][C:13]=1[O:18][CH3:19].